This data is from the Open Reaction Database (ORD), a public repository of structured organic reaction records. The task is: describe an organic reaction: reactants, conditions, products, and yield The reactants are C(C)OC(\C=C(/C)\C1=CC=C(C=C1)C1=CC=C(C=C1)Br)=O ((E)-3-(4′-bromo-biphenyl-4-yl)-but-2-enoic acid ethyl ester), CC(C)C[AlH]CC(C)C (DIBAL-H). Yields the product BrC1=CC=C(C=C1)C1=CC=C(C=C1)/C(=C/CO)/C ((E)-3-(4′-bromo-biphenyl-4-yl)-but-2-en-1-ol). As a reaction SMILES: C([O:3][C:4](=O)/[CH:5]=[C:6](/[C:8]1[CH:13]=[CH:12][C:11]([C:14]2[CH:19]=[CH:18][C:17]([Br:20])=[CH:16][CH:15]=2)=[CH:10][CH:9]=1)\[CH3:7])C.CC(C[AlH]CC(C)C)C>>[Br:20][C:17]1[CH:16]=[CH:15][C:14]([C:11]2[CH:12]=[CH:13][C:8](/[C:6](/[CH3:7])=[CH:5]/[CH2:4][OH:3])=[CH:9][CH:10]=2)=[CH:19][CH:18]=1. Reported procedure: (E)-3-(4′-bromo-biphenyl-4-yl)-but-2-en-1-ol was prepared from (E)-3-(4′-bromo-biphenyl-4-yl)-but-2-enoic acid ethyl ester (3.45 g, 10.0 mmol) and DIBAL-H (1M in toluene, 40 ml, 40 mmol) by a procedure analogous to that described in example 1b, yielding 1.68 g (55%). Starting materials: COC1=C(C=C(C(=O)C2=CNC3=NC=CC=C3C2=O)C=C1)C (3-(4-Methoxy-3-methyl-benzoyl)-1H-[1,8]naphthyridin-4-one), BrC1=CC(=CC=C1)CBr (1-Bromo-3-bromomethyl-benzene). Product: BrC=1C=C(CN2C=C(C(C3=CC=CN=C23)=O)C(C2=CC(=C(C=C2)OC)C)=O)C=CC1 (1-(3-Bromo-benzyl)-3-(4-methoxy-3-methyl-benzoyl)-1H-[1,8]naphthyridin-4-one). Isolated yield 21.6%. As a reaction SMILES: [CH3:1][O:2][C:3]1[CH:21]=[CH:20][C:6]([C:7]([C:9]2[C:18](=[O:19])[C:17]3[C:12](=[N:13][CH:14]=[CH:15][CH:16]=3)[NH:11][CH:10]=2)=[O:8])=[CH:5][C:4]=1[CH3:22].[Br:23][C:24]1[CH:29]=[CH:28][CH:27]=[C:26]([CH2:30]Br)[CH:25]=1>>[Br:23][C:24]1[CH:25]=[C:26]([CH:27]=[CH:28][CH:29]=1)[CH2:30][N:11]1[C:12]2[C:17](=[CH:16][CH:15]=[CH:14][N:13]=2)[C:18](=[O:19])[C:9]([C:7](=[O:8])[C:6]2[CH:20]=[CH:21][C:3]([O:2][CH3:1])=[C:4]([CH3:22])[CH:5]=2)=[CH:10]1. Procedure details: Experimental conditions analogous to those described for Step 3 of Example 1, from 50 mg (0.17 mmol) of 3-(4-Methoxy-3-methyl-benzoyl)-1H-[1,8]naphthyridin-4-one, and 1-Bromo-3-bromomethyl-benzene 55 mg (0.22 mmol), to give 17 mg of desired compound. LCMS (M+H)+: 463.1. Reactants: C(C)(C)(C)OC(N[C@@H](CC(=O)N1CC=2N(CC1)C(=NC2C(=O)N2CCN(CC2)C)C(F)(F)F)CC2=C(C=C(C(=C2)F)F)F)=O ((R)-[3-[1-(4-methyl-piperazine-1-carbonyl)-3-trifluoromethyl-5,6-dihydro-8H-imidazo[1,5-a]pyrazin-7-yl]-3-oxo-1-(2,4,5-trifluoro-benzyl)-propyl]-carbamic acid tert-butyl ester), Cl (hydrochloric acid). The solvent is C(C)(=O)OCC (ethyl acetate). Product: Cl.Cl.N[C@@H](CC(=O)N1CC=2N(CC1)C(=NC2C(=O)N2CCN(CC2)C)C(F)(F)F)CC2=C(C=C(C(=C2)F)F)F ((R)-3-amino-1-[1-(4-methyl-piperazine-1-carbonyl)-3-trifluoromethyl-5,6-dihydro-8H-imidazo[1,5-a]pyrazin-7-yl]-4-(2,4,5-trifluoro-phenyl)-butan-1-one dihydrochloride). Reaction SMILES: C(OC(=O)[NH:7][C@H:8]([CH2:34][C:35]1[CH:40]=[C:39]([F:41])[C:38]([F:42])=[CH:37][C:36]=1[F:43])[CH2:9][C:10]([N:12]1[CH2:17][CH2:16][N:15]2[C:18]([C:30]([F:33])([F:32])[F:31])=[N:19][C:20]([C:21]([N:23]3[CH2:28][CH2:27][N:26]([CH3:29])[CH2:25][CH2:24]3)=[O:22])=[C:14]2[CH2:13]1)=[O:11])(C)(C)C.[ClH:45]>C(OCC)(=O)C>[ClH:45].[ClH:45].[NH2:7][C@H:8]([CH2:34][C:35]1[CH:40]=[C:39]([F:41])[C:38]([F:42])=[CH:37][C:36]=1[F:43])[CH2:9][C:10]([N:12]1[CH2:17][CH2:16][N:15]2[C:18]([C:30]([F:31])([F:33])[F:32])=[N:19][C:20]([C:21]([N:23]3[CH2:28][CH2:27][N:26]([CH3:29])[CH2:25][CH2:24]3)=[O:22])=[C:14]2[CH2:13]1)=[O:11] |f:3.4.5|. Reported procedure: (R)-[3-[1-(4-Methyl-piperazine-1-carbonyl)-3-trifluoromethyl-5,6-dihydro-8H-imidazo[1,5-a]pyrazin-7-yl]-3-oxo-1-(2,4,5-trifluoro-benzyl)-propyl]-carbamic acid tert-butyl ester 5a (0.08 g, 0.126 mmol) was dissolved in a solution of 3.1 N hydrochloric acid in 6 mL of ethyl acetate. The reaction mixture was reacted at room temperature overnight and monitored by thin layer chromatography until the disappearance of the starting materials. The reaction mixture was concentrated under reduced pressure t... Starting materials: ClC=1C(=CC(=C(C(=O)OC(C)(C)C)C1)F)OCC1(CCCCC1)C (tert-butyl 5-chloro-2-fluoro-4-((1-methylcyclohexyl)methoxy)benzoate), P(=O)([O-])([O-])[O-].[K+].[K+].[K+] (potassium phosphate), C1(CC1)B(O)O (cyclopropylboronic acid), F[B-](F)(F)F.C1(CCCCC1)P(C1CCCCC1)C1CCCCC1 (tricyclohexylphosphine tetrafluoroborate). The reagents and catalysts are C(C)(=O)[O-].[Pd+2].C(C)(=O)[O-] (palladium acetate). Run in O (water), C1(=CC=CC=C1)C.O (toluene water). Conditions: temperature 100 celsius, time 16 hour. Product: C1(CC1)C=1C(=CC(=C(C(=O)O)C1)F)OCC1(CCCCC1)C (5-cyclopropyl-2-fluoro-4-((1-methylcyclohexyl)methoxy)benzoic acid). Isolated yield 44.0%. As a reaction SMILES: Cl[C:2]1[C:3]([O:16][CH2:17][C:18]2([CH3:24])[CH2:23][CH2:22][CH2:21][CH2:20][CH2:19]2)=[CH:4][C:5]([F:15])=[C:6]([CH:14]=1)[C:7]([O:9]C(C)(C)C)=[O:8].P([O-])([O-])([O-])=O.[K+].[K+].[K+].[CH:33]1(B(O)O)[CH2:35][CH2:34]1.F[B-](F)(F)F.C1(P(C2CCCCC2)C2CCCCC2)CCCCC1>C1(C)C=CC=CC=1.O.C([O-])(=O)C.[Pd+2].C([O-])(=O)C.O>[CH:33]1([C:2]2[C:3]([O:16][CH2:17][C:18]3([CH3:24])[CH2:19][CH2:20][CH2:21][CH2:22][CH2:23]3)=[CH:4][C:5]([F:15])=[C:6]([CH:14]=2)[C:7]([OH:9])=[O:8])[CH2:35][CH2:34]1 |f:1.2.3.4,6.7,8.9,10.11.12|. Procedure details: To a solution of tert-butyl 5-chloro-2-fluoro-4-((1-methylcyclohexyl)methoxy)benzoate (1.63 g, 4.6 mmol) in toluene-water (v/v 20:1, 21 mL) was added tribasic potassium phosphate (4.37 g, 20.60 mmol), cyclopropylboronic acid (0.581 g, 6.80 mmol) and tricyclohexylphosphine tetrafluoroborate (0.168 g, 0.46 mmol). The mixture was sonicated for 5 minutes, and then sparged with nitrogen for 10 minutes; palladium acetate (0.053 g, 0.23 mmol) was added and the reaction mixture was heated to 100° C. and... Yields the product OCC(C(=O)OCC)C(C)C=1C=NC=CC1 (ethyl 2-(hydroxymethyl)-3-(3-pyridyl)butyrate). Run in C(OC)COC (glyme). As a reaction SMILES: [N:1]1[CH:6]=[CH:5][CH:4]=[C:3]([CH:7]([CH3:14])[CH2:8][C:9]([O:11][CH2:12][CH3:13])=[O:10])[CH:2]=1.[CH:15](OCC)=[O:16].[H-].[Na+]>C(COC)OC>[OH:16][CH2:15][CH:8]([CH:7]([C:3]1[CH:2]=[N:1][CH:6]=[CH:5][CH:4]=1)[CH3:14])[C:9]([O:11][CH2:12][CH3:13])=[O:10] |f:2.3|. Procedure details: Treatment of ethyl 3-(3-pyridyl)butyrate with ethyl formate and sodium hydride in glyme, followed by acidification gave ethyl 2-(hydroxymethyl)-3-(3-pyridyl)butyrate, m.p. 128°-131°. Reactants: N1=CC(=CC=C1)C(CC(=O)OCC)C (ethyl 3-(3-pyridyl)butyrate), C(=O)OCC (ethyl formate), [H-].[Na+] (sodium hydride). Reactants: N1=CC=CC=C1 (pyridine), C([O-])(O)=O.[NH4+] (ammonium bicarbonate), C(OOC(C)(C)C)(OOC(C)(C)C)=O (di-tert-butoxy carbonate), C(C)(C)(C)OC(=O)N1C(CN(CC1)S(=O)(=O)C1=CC2=CC=C(C=C2C=C1)Cl)CC(=O)O (1-tert-butoxycarbonyl-2-carboxymethyl-4-[(6-chloronaphthalen-2-yl)sulfonyl]piperazine). Solvent: CN(C=O)C (N,N-dimethylformamide), ClCCl (dichloromethane). Reaction conditions: time 7 hour. The product is Cl.ClC=1C=C2C=CC(=CC2=CC1)S(=O)(=O)N1CC(NCC1)CC(N)=O (1-[(6-Chloronaphthalen-2-yl)sulfonyl]-3-[carbamoylmethyl]piperazine hydrochloride). RXN SMILES: C(OC([N:8]1[CH2:13][CH2:12][N:11]([S:14]([C:17]2[CH:26]=[CH:25][C:24]3[C:19](=[CH:20][CH:21]=[C:22]([Cl:27])[CH:23]=3)[CH:18]=2)(=[O:16])=[O:15])[CH2:10][CH:9]1[CH2:28][C:29](O)=[O:30])=O)(C)(C)C.[N:32]1C=CC=CC=1.C(=O)(O)[O-].[NH4+].C(=O)(OOC(C)(C)C)OOC(C)(C)C>CN(C)C=O.ClCCl>[ClH:27].[Cl:27][C:22]1[CH:23]=[C:24]2[C:19](=[CH:20][CH:21]=1)[CH:18]=[C:17]([S:14]([N:11]1[CH2:12][CH2:13][NH:8][CH:9]([CH2:28][C:29](=[O:30])[NH2:32])[CH2:10]1)(=[O:16])=[O:15])[CH:26]=[CH:25]2 |f:2.3,7.8|. Procedure: In N,N-dimethylformamide (20 ml), 1-tert-butoxycarbonyl-2-carboxymethyl-4-[(6-chloronaphthalen-2-yl)sulfonyl]piperazine (800 mg) was dissolved, followed by the addition of pyridine (0.85 ml), ammonium bicarbonate (417 mg) and di-tert-butoxy carbonate (1.15 g). The resulting mixture was stirred at room temperature for 7 hours. After concentration of the reaction mixture under reduced pressure, the residue was added with dichloromethane, washed with 1N hydrochloric acid and a saturated aqueous sol... Starting materials: Ice water, C(C)(C)(C)C1=CC=C(C(C)O)C=C1 ((+)-4-tert.-butyl-α-methylbenzyl alcohol), N1=CC=CC=C1 (pyridine), P(Br)(Br)Br (phosphorus tribromide). Solvent: C(C)OCC (ethyl ether), C(C)OCC (ethyl ether). Reaction conditions: temperature -10 celsius, time 1 hour. Product: C(C)(C)(C)C1=CC=C(C(C)Br)C=C1 (4-tert.-butyl-α-methylbenzyl bromide). Isolated yield 66.4%. Reaction SMILES: [C:1]([C:5]1[CH:13]=[CH:12][C:8]([CH:9](O)[CH3:10])=[CH:7][CH:6]=1)([CH3:4])([CH3:3])[CH3:2].N1C=CC=CC=1.P(Br)(Br)[Br:21]>C(OCC)C>[C:1]([C:5]1[CH:13]=[CH:12][C:8]([CH:9]([Br:21])[CH3:10])=[CH:7][CH:6]=1)([CH3:4])([CH3:3])[CH3:2]. Reported procedure: To 25 ml of ethyl ether were added 1.78 g of (+)-4-tert.-butyl-α-methylbenzyl alcohol of 100% e.e. and 1.8 g of dry pyridine. The resulting mixed solution was kept at -25° C. and added dropwise with a solution of 3.1 g of phosphorus tribromide dissolved in 18 ml of ethyl ether (at -15° to -25° C.). After completion of addition, the resulting mixture was stirred at -10° C. for one hour and then allowed to stand at 5° C. for 2 days. Ice water was added thereto. The resulting organic layer was wash... Starting materials: C(#N)C1=CC2=C(OC(C=C2N2C(C=C(C=C2)C(CCCOCC2=CC=C(C=C2)OC)O)=O)(C)C)C=C1 (6-cyano-2,2-dimethyl-4-{1,2-dihydro-2-oxo-4-(1-hydroxy-4 -p-methoxybenzyloxybutyl)-1-pyridinyl}-2H-benzo[b]pyran), aqueous solution, C(O)([O-])=O.[Na+] (sodium hydrogen carbonate), O(C1=CC=CC=C1)C(=S)Cl (phenoxythiocarbonyl chloride). The reagents and catalysts are CN(C1=CC=NC=C1)C (4-dimethylaminopyridine). Run in C(C)#N (acetonitrile). The product is C(#N)C1=CC2=C(OC(C=C2N2C(C=C(C=C2)C(CCCOCC2=CC=C(C=C2)OC)OC(=S)OC2=CC=CC=C2)=O)(C)C)C=C1 (6-cyano-2,2-dimethyl-4-{1,2-dihydro-2-oxo-4-(1-phenoxythiocarbonyloxy-4-p-methoxybenzyloxybutyl)-1-pyridinyl}-2H-benzo[b]pyran). As a reaction SMILES: [C:1]([C:3]1[CH:36]=[CH:35][C:6]2[O:7][C:8]([CH3:34])([CH3:33])[CH:9]=[C:10]([N:11]3[CH:16]=[CH:15][C:14]([CH:17]([OH:31])[CH2:18][CH2:19][CH2:20][O:21][CH2:22][C:23]4[CH:28]=[CH:27][C:26]([O:29][CH3:30])=[CH:25][CH:24]=4)=[CH:13][C:12]3=[O:32])[C:5]=2[CH:4]=1)#[N:2].[O:37]([C:44](Cl)=[S:45])[C:38]1[CH:43]=[CH:42][CH:41]=[CH:40][CH:39]=1.C(=O)([O-])O.[Na+]>C(#N)C.CN(C)C1C=CN=CC=1>[C:1]([C:3]1[CH:36]=[CH:35][C:6]2[O:7][C:8]([CH3:34])([CH3:33])[CH:9]=[C:10]([N:11]3[CH:16]=[CH:15][C:14]([CH:17]([O:31][C:44]([O:37][C:38]4[CH:43]=[CH:42][CH:41]=[CH:40][CH:39]=4)=[S:45])[CH2:18][CH2:19][CH2:20][O:21][CH2:22][C:23]4[CH:24]=[CH:25][C:26]([O:29][CH3:30])=[CH:27][CH:28]=4)=[CH:13][C:12]3=[O:32])[C:5]=2[CH:4]=1)#[N:2] |f:2.3|. Procedure details: In 30 ml of anhydrous acetonitrile, is dissolved 1.42 g of 6-cyano-2,2-dimethyl-4-{1,2-dihydro-2-oxo-4-(1-hydroxy-4-p-methoxybenzyloxybutyl)-1-pyridinyl}-2H-benzo[b]pyran obtained in Example 44. Then, 1.50 g of 4-dimethylaminopyridine and 0.81 ml of phenoxythiocarbonyl chloride are added to the solution at room temperature, and reacted at that temperature for 8 hours. After stopping the reaction by adding 0.1M aqueous solution of sodium hydrogen carbonate, the reaction mixture is extracted with ...